From a dataset of the Open Reaction Database (ORD), a public repository of structured organic reaction records. describe an organic reaction: reactants, conditions, products, and yield Starting materials: CCO, Cl, NO, O=C1CCC(C(c2ccccc2)N2CCCC2)CC1. Yields the product ON=C1CCC(C(c2ccccc2)N2CCCC2)CC1. As a reaction SMILES: [CH3:23][CH2:24][OH:25].[ClH:20].[NH2:21][OH:22].[c:1]1([CH:7]([CH:8]2[CH2:9][CH2:10][C:11](=[O:14])[CH2:12][CH2:13]2)[N:15]2[CH2:16][CH2:17][CH2:18][CH2:19]2)[cH:2][cH:3][cH:4][cH:5][cH:6]1>>[c:1]1([CH:7]([CH:8]2[CH2:9][CH2:10][C:11](=[N:21][OH:22])[CH2:12][CH2:13]2)[N:15]2[CH2:16][CH2:17][CH2:18][CH2:19]2)[cH:2][cH:3][cH:4][cH:5][cH:6]1.